Dataset: the Open Reaction Database (ORD), a public repository of structured organic reaction records. Task: describe an organic reaction: reactants, conditions, products, and yield The reactants are C(C)(C)(C)OC(=O)N1CCN(CCC1)CC1=CC(=CC=2C=COC21)N (4-(5-Amino-benzofuran-7-ylmethyl)-1,4-diazepane-1-carboxylic acid tert-butyl ester), S1C(=CC=C1)S(=O)(=O)Cl (2-thiophenesulfonyl chloride), S1C(=CC=C1)S(=O)(=O)Cl (2-thiophenesulfonyl chloride). Run at time 1 hour. Yields the product Cl.Cl.N1(CCNCCC1)CC1=CC(=CC=2C=COC21)NS(=O)(=O)C=2SC=CC2 (N-[7-(1,4-Diazepan-1-ylmethyl)-1-benzofuran-5-yl]thiophene-2-sulfonamide dihydrochloride). Isolated yield 26.9%. As a reaction SMILES: C(OC([N:8]1[CH2:14][CH2:13][CH2:12][N:11]([CH2:15][C:16]2[C:24]3[O:23][CH:22]=[CH:21][C:20]=3[CH:19]=[C:18]([NH2:25])[CH:17]=2)[CH2:10][CH2:9]1)=O)(C)(C)C.[S:26]1[CH:30]=[CH:29][CH:28]=[C:27]1[S:31]([Cl:34])(=[O:33])=[O:32]>>[ClH:34].[ClH:34].[N:11]1([CH2:15][C:16]2[C:24]3[O:23][CH:22]=[CH:21][C:20]=3[CH:19]=[C:18]([NH:25][S:31]([C:27]3[S:26][CH:30]=[CH:29][CH:28]=3)(=[O:33])=[O:32])[CH:17]=2)[CH2:12][CH2:13][CH2:14][NH:8][CH2:9][CH2:10]1 |f:2.3.4|. Procedure details: The title compound was prepared according to the procedure of Example 106, Step 3, starting from 4-(5-amino-benzofuran-7-ylmethyl)-1,4-diazepane-1-carboxylic acid tert-butyl ester (36 mg, 0.10 mmol; obtained in Example 109, Step 2) and 2-thiophenesulfonyl chloride (29 mg, 0.16 mmol). Additional 2-thiophenesulfonyl chloride (10 mg, 0.06 mmol) was added with continuous stirring for 1 h. The title compound (10 mg, 22%) was obtained as a colorless solid. HPLC 100%, RT=1.20 min (System A; 10-97% MeCN... Starting materials: C(C)(C)N(P(OCCC#N)Cl)C(C)C (2-cyanoethyl N,N-diisopropylchlorophosphoramidite), C1=CC=CC2=CC3=CC=CC=C3C(=C12)CSC[C@@H]1[C@H](C[C@@H](O1)N1C(=O)NC(=O)C(C)=C1)O (5'-[(anthracen-9-yl)methylthio]-5'-deoxythymidine), N1=CC=CC=C1 (pyridine), C(C)(C)N(CC)C(C)C (N,N-diisopropyl-N-ethylamine). Run in O1CCCC1 (tetrahydrofuran). Reaction conditions: time 1.75 hour. Yields the product C(#N)CCP(O)(N(C(C)C)C(C)C)O[C@H]1C[C@@H](O[C@@H]1CSCC=1C2=CC=CC=C2C=C2C=CC=CC12)N1C(=O)NC(=O)C(C)=C1 (5'[(Anthracen-9-yl)methylthio]5'-deoxythymidine 2-cyanoethyl N,N-diisopropylphosphoramidite). Isolated yield 79.0%. As a reaction SMILES: [CH:1]1[C:14]2[C:5](=[CH:6][C:7]3[C:12]([C:13]=2[CH2:15][S:16][CH2:17][C@H:18]2[O:22][C@@H:21]([N:23]4[CH:31]=[C:29]([CH3:30])[C:27](=[O:28])[NH:26][C:24]4=[O:25])[CH2:20][C@@H:19]2[OH:32])=[CH:11][CH:10]=[CH:9][CH:8]=3)[CH:4]=[CH:3][CH:2]=1.[N:33]1C=C[CH:36]=[CH:35][CH:34]=1.C(N(C(C)C)CC)(C)C.[CH:48]([N:51]([CH:59]([CH3:61])[CH3:60])[P:52](Cl)[O:53]CCC#N)([CH3:50])[CH3:49]>O1CCCC1>[C:34]([CH2:35][CH2:36][PH:52]([O:32][C@@H:19]1[C@@H:18]([CH2:17][S:16][CH2:15][C:13]2[C:12]3[C:7]([CH:6]=[C:5]4[C:14]=2[CH:1]=[CH:2][CH:3]=[CH:4]4)=[CH:8][CH:9]=[CH:10][CH:11]=3)[O:22][C@@H:21]([N:23]2[CH:31]=[C:29]([CH3:30])[C:27](=[O:28])[NH:26][C:24]2=[O:25])[CH2:20]1)([N:51]([CH:48]([CH3:49])[CH3:50])[CH:59]([CH3:60])[CH3:61])[OH:53])#[N:33]. Procedure: 74 mg (0.165 mmol) of 5'-[(anthracen-9-yl)methylthio]-5'-deoxythymidine [prepared as described in (a) above] were dried by azeotropic distillation with pyridine and then dissolved in 1 ml of tetrahydrofuran. 0.115 ml (0.659 mmol) of N,N-diisopropyl-N-ethylamine was added to the solution. 49 μl (0.22 mmol) of 2-cyanoethyl N,N-diisopropylchlorophosphoramidite were then added dropwise to the mixture, under an atmosphere of argon. The resulting mixture was stirred at room temperature for 1.75 hours ...